This data is from the Open Reaction Database (ORD), a public repository of structured organic reaction records. The task is: describe an organic reaction: reactants, conditions, products, and yield Starting materials: C(C)(C)(C)OC(=O)N1CCN(CC1)C(C1=CC(=C(C=C1)N1C(OC[C@H]1COC)=O)F)=O ((R)-4-[3-Fluoro-4-(4-methoxymethyl-2-oxooxazolidin-3-yl)benzoyl]piperazine-1-carboxylic acid tert-butyl ester), Cl.C(C)(=O)OCC (hydrogen chloride ethyl acetate), C(O)([O-])=O.[Na+] (sodium hydrogen carbonate). Solvent: C(C)(=O)OCC (ethyl acetate), C(C)(=O)OCC (ethyl acetate). Product: FC1=C(C=CC(=C1)C(=O)N1CCNCC1)N1C(OC[C@H]1COC)=O ((R)-3-[2-fluoro-4-(piperazine-1-carbonyl)phenyl]-4-methoxymethyloxazolidin-2-one). Yield: 99.9%. Reaction SMILES: C(OC([N:8]1[CH2:13][CH2:12][N:11]([C:14](=[O:31])[C:15]2[CH:20]=[CH:19][C:18]([N:21]3[C@H:25]([CH2:26][O:27][CH3:28])[CH2:24][O:23][C:22]3=[O:29])=[C:17]([F:30])[CH:16]=2)[CH2:10][CH2:9]1)=O)(C)(C)C.Cl.C(OCC)(=O)C.C(=O)([O-])O.[Na+]>C(OCC)(=O)C>[F:30][C:17]1[CH:16]=[C:15]([C:14]([N:11]2[CH2:12][CH2:13][NH:8][CH2:9][CH2:10]2)=[O:31])[CH:20]=[CH:19][C:18]=1[N:21]1[C@H:25]([CH2:26][O:27][CH3:28])[CH2:24][O:23][C:22]1=[O:29] |f:1.2,3.4|. Reported procedure: (R)-4-[3-Fluoro-4-(4-methoxymethyl-2-oxooxazolidin-3-yl)benzoyl]piperazine-1-carboxylic acid tert-butyl ester (506 mg) described in Preparation Example 93 was dissolved in ethyl acetate (5 mL), 4N hydrogen chloride/ethyl acetate (5 mL) was added and the mixture was stirred at room temperature. Under ice-cooling, the reaction mixture was neutralized with ethyl acetate and saturated aqueous sodium hydrogen carbonate solution, and extracted once with ethyl acetate and the aqueous layer was extracte... Starting materials: C(C(C)C)C1=CC=C(C=C1)C(CCCCCCC(=O)C1=CNC2=CC=CC=C12)CCC (3-[8-(4-isobutylphenyl)undecanoyl]indole), 8, BrCCCC(=O)OCC (ethyl 4-bromobutyrate), C([O-])([O-])=O.[K+].[K+] (potassium carbonate). The solvent is CN(C=O)C (N,N-dimethylformamide). The product is C(C(C)C)C1=CC=C(C=C1)C(CCCCCCC(=O)C1=CN(C2=CC=CC=C12)CCCC(=O)OCC)CCC (ethyl 4-[3-[8-(4-isobutylphenyl)-undecanoyl]-1-indolyl]butyrate). RXN SMILES: [CH2:1]([C:5]1[CH:10]=[CH:9][C:8]([CH:11]([CH2:29][CH2:30][CH3:31])[CH2:12][CH2:13][CH2:14][CH2:15][CH2:16][CH2:17][C:18]([C:20]2[C:28]3[C:23](=[CH:24][CH:25]=[CH:26][CH:27]=3)[NH:22][CH:21]=2)=[O:19])=[CH:7][CH:6]=1)[CH:2]([CH3:4])[CH3:3].Br[CH2:33][CH2:34][CH2:35][C:36]([O:38][CH2:39][CH3:40])=[O:37].C(=O)([O-])[O-].[K+].[K+]>CN(C)C=O>[CH2:1]([C:5]1[CH:6]=[CH:7][C:8]([CH:11]([CH2:29][CH2:30][CH3:31])[CH2:12][CH2:13][CH2:14][CH2:15][CH2:16][CH2:17][C:18]([C:20]2[C:28]3[C:23](=[CH:24][CH:25]=[CH:26][CH:27]=3)[N:22]([CH2:33][CH2:34][CH2:35][C:36]([O:38][CH2:39][CH3:40])=[O:37])[CH:21]=2)=[O:19])=[CH:9][CH:10]=1)[CH:2]([CH3:4])[CH3:3] |f:2.3.4|. Reported procedure: A mixture of 3-[8-(4-isobutylphenyl)undecanoyl]indole obtained in Pre. Ex. 8 (62 mg), ethyl 4-bromobutyrate (58 mg) and potassium carbonate (62 mg) in N,N-dimethylformamide (2 ml) was stirred at room temperature for 16 hours. After filtration, the solution was diluted with ethyl acetate, washed with water and brine, dried over magnesium sulfate and concentrated. The residue was chromatographed on a silica gel column (hexane-ethyl acetate, 4: 1) to give ethyl 4-[3-[8-(4-isobutylphenyl)-undecanoyl... Starting materials: BrC=1C=C2C(=C(C=NC2=CC1)C(=O)C1CC1)Cl ((6-bromo-4-chloroquinolin-3-yl)(cyclopropyl)methanone), CN1CC(CCC1)N1N=CC(=C1)N (1-(1-methylpiperidin-3-yl)-1H-pyrazol-4-amine). Product: BrC=1C=C2C(=C(C=NC2=CC1)C(=O)C1CC1)NC=1C=NN(C1)C1CN(CCC1)C ({6-Bromo-4-[1-(1-methylpiperidin-3-yl)-1H-pyrazol-4-ylamino]quinolin-3-yl}(cyclopropyl)methanone). The yield is 22.5%. As a reaction SMILES: [Br:1][C:2]1[CH:3]=[C:4]2[C:9](=[CH:10][CH:11]=1)[N:8]=[CH:7][C:6]([C:12]([CH:14]1[CH2:16][CH2:15]1)=[O:13])=[C:5]2Cl.[CH3:18][N:19]1[CH2:24][CH2:23][CH2:22][CH:21]([N:25]2[CH:29]=[C:28]([NH2:30])[CH:27]=[N:26]2)[CH2:20]1>>[Br:1][C:2]1[CH:3]=[C:4]2[C:9](=[CH:10][CH:11]=1)[N:8]=[CH:7][C:6]([C:12]([CH:14]1[CH2:16][CH2:15]1)=[O:13])=[C:5]2[NH:30][C:28]1[CH:27]=[N:26][N:25]([CH:21]2[CH2:22][CH2:23][CH2:24][N:19]([CH3:18])[CH2:20]2)[CH:29]=1. Procedure details: Following general procedure C, (6-bromo-4-chloroquinolin-3-yl)(cyclopropyl)methanone (305 mg, 0.98 mmol) was reacted with 1-(1-methylpiperidin-3-yl)-1H-pyrazol-4-amine (265 mg, 1.47 mmol) to afford the desired product (100 mg, 22%) as a yellow solid: ESI MS m/z 454 [C22H24BrN5O+H]+. Reactants: ClC1=CC=C2C(C(N(C2=C1)CC(=O)N1CCN(CC1)N=CC1=CC=CC=C1)=O)=O (6-chloro-1-[(4-benzylideneamino-1-piperazinyl)carbonylmethyl]-2,3-indolinedione), Cl.NO (hydroxylamine hydrochloride), O (water). Run in C(C)#N (acetonitrile), Cl (hydrochloric acid). Reaction conditions: temperature 40 celsius. Yields the product Cl.ClC1=CC=C2C(C(N(C2=C1)CC(=O)N1CCN(CC1)N)=O)=NO (6-chloro-1-[(4-amino-1-piperazinyl)carbonylmethyl]-3-hydroxyimino-2-indolinone hydrochloride). The yield is 79.0%. RXN SMILES: [Cl:1][C:2]1[CH:10]=[C:9]2[C:5]([C:6](=O)[C:7](=[O:28])[N:8]2[CH2:11][C:12]([N:14]2[CH2:19][CH2:18][N:17]([N:20]=CC3C=CC=CC=3)[CH2:16][CH2:15]2)=[O:13])=[CH:4][CH:3]=1.Cl.[NH2:31][OH:32].O>C(#N)C.Cl>[ClH:1].[Cl:1][C:2]1[CH:10]=[C:9]2[C:5]([C:6](=[N:31][OH:32])[C:7](=[O:28])[N:8]2[CH2:11][C:12]([N:14]2[CH2:19][CH2:18][N:17]([NH2:20])[CH2:16][CH2:15]2)=[O:13])=[CH:4][CH:3]=1 |f:1.2,6.7|. Procedure: A mixture of 6-chloro-1-[(4-benzylideneamino-1-piperazinyl)carbonylmethyl]-2,3-indolinedione (1.5 g) and hydroxylamine hydrochloride (2.5 g) in acetonitrile (100 ml), conc. hydrochloric acid (50 ml), and water (50 ml) was heated at 40° C. for 2 hour. The reaction mixture was concentrated up to 20 ml and the precipitates appeared were filtered, and air-dried. This crude material was recrystallized from aqueous methanol at first, and for water finally to give 6-chloro-1-[(4-amino-1-piperazinyl)car... Starting materials: NC1=CC=CC=C1 (aniline), C([O-])([O-])=O.[K+].[K+] (potassium carbonate), C(CCC)N(CCCOC1=CC=C(C(=O)Cl)C=C1)CCCC (4-(3-dibutylaminopropoxyl)benzoyl chloride). Solvent: CCCCCC (n-hexane). Run at temperature 50 celsius, time 4 hour. The product is C(CCC)N(CCCOC1=CC=C(C(=O)NC2=CC=CC=C2)C=C1)CCCC (4-(3-dibutylaminopropoxy)-N-phenyl-benzamide). The yield is 85.0%. RXN SMILES: [CH2:1]([N:5]([CH2:19][CH2:20][CH2:21][CH3:22])[CH2:6][CH2:7][CH2:8][O:9][C:10]1[CH:18]=[CH:17][C:13]([C:14](Cl)=[O:15])=[CH:12][CH:11]=1)[CH2:2][CH2:3][CH3:4].[NH2:23][C:24]1[CH:29]=[CH:28][CH:27]=[CH:26][CH:25]=1.C(=O)([O-])[O-].[K+].[K+]>CCCCCC>[CH2:1]([N:5]([CH2:19][CH2:20][CH2:21][CH3:22])[CH2:6][CH2:7][CH2:8][O:9][C:10]1[CH:18]=[CH:17][C:13]([C:14]([NH:23][C:24]2[CH:29]=[CH:28][CH:27]=[CH:26][CH:25]=2)=[O:15])=[CH:12][CH:11]=1)[CH2:2][CH2:3][CH3:4] |f:2.3.4|. Reported procedure: 6.5 g of 4-(3-dibutylaminopropoxyl)benzoyl chloride (V) (0.02 mol) is dissolved in 60 mL of n-hexane. 1.86 g of aniline (0.02 mol, 1 eq) and 2.76 g of potassium carbonate (0.02 mol, 1 eq) are added. The reaction mixture is heated to 50° C. and stirred for 4 hours. After the reaction the solid inorganic salt is filtered, washed with 2×10 mL of n-hexane and the filtrate is concentrated. The residue is purified by column chromatography (spheric silica; eluent: toluene:MTBE:methanol=5:4:1) to give 6...